From a dataset of the Open Reaction Database (ORD), a public repository of structured organic reaction records. describe an organic reaction: reactants, conditions, products, and yield Reactants: C, CCO, COCC(C)Oc1cc(Oc2ccc(C(=O)N3CCC3)cc2F)cc(-c2ccc(C(=O)OCc3ccccc3)[nH]2)c1, [Pd]. Yields the product COCC(C)Oc1cc(Oc2ccc(C(=O)N3CCC3)cc2F)cc(-c2ccc(C(=O)O)[nH]2)c1. As a reaction SMILES: [C:45].[CH3:42][CH2:43][OH:44].[N:1]1([C:5](=[O:6])[c:7]2[cH:8][c:9]([F:41])[c:10]([O:11][c:12]3[cH:13][c:14](-[c:24]4[cH:25][cH:26][c:27]([C:29](=[O:30])[O:31][CH2:32][c:33]5[cH:34][cH:35][cH:36][cH:37][cH:38]5)[nH:28]4)[cH:15][c:16]([O:18][CH:19]([CH2:20][O:21][CH3:22])[CH3:23])[cH:17]3)[cH:39][cH:40]2)[CH2:2][CH2:3][CH2:4]1.[Pd:46]>>[N:1]1([C:5](=[O:6])[c:7]2[cH:8][c:9]([F:41])[c:10]([O:11][c:12]3[cH:13][c:14](-[c:24]4[cH:25][cH:26][c:27]([C:29](=[O:30])[OH:31])[nH:28]4)[cH:15][c:16]([O:18][CH:19]([CH2:20][O:21][CH3:22])[CH3:23])[cH:17]3)[cH:39][cH:40]2)[CH2:2][CH2:3][CH2:4]1. Yields the product P(=O)(O)(O)OCC(=O)[C@@H](O)[C@H](O)[C@H](O)COP(=O)(O)O (D-fructose-1,6-diphosphate). RXN SMILES: [P:1]([O:5][CH2:6][C:7]([C@H:9]([C@@H:11]([C@@H:13]([CH2:15][O:16][P:17]([OH:20])([O-:19])=[O:18])[OH:14])[OH:12])[OH:10])=[O:8])([O-:4])([O-:3])=[O:2].[Na+].[Na+].[Na+]>O>[P:1]([O:5][CH2:6][C:7]([C@H:9]([C@@H:11]([C@@H:13]([CH2:15][O:16][P:17]([OH:19])([OH:20])=[O:18])[OH:14])[OH:12])[OH:10])=[O:8])([OH:4])([OH:3])=[O:2] |f:0.1.2.3|. Reaction conditions: time 28 day. The reactants are aqueous solution, cis-[Pt(NH3)2 (H2O)2 ](NO3)2, P(=O)([O-])([O-])OCC(=O)[C@@H](O)[C@H](O)[C@H](O)COP(=O)([O-])O.[Na+].[Na+].[Na+] (trisodium D-fructose-1,6-diphosphate). Procedure: A 5.0 gram portion of trisodium D-fructose-1,6-diphosphate was dissolved in 10 ml water. The resulting solution was added to 14.1 ml of a 0.67 M aqueous solution of cis-[Pt(NH3)2 (H2O)2 ](NO3)2. The reaction mixture was allowed to stand for 28 days in a 40° C. bath. After that time, the dark blue water-insoluble precipitate which had formed was filtered, washed with water and ethanol, and then dried in vacuum, to yield 0.566 grams of the above-identified complex. Solvent: O (water), O (water). The reactants are CSC1CC(N1CC(CCCCCCCC1=CC=CC=C1)=O)=O (4-methylthio-1-(9-phenyl-2-oxononyl)azetidin-2-one), C1=CC(=CC(=C1)Cl)C(=O)OO (mCPBA). Yields the product CS(=O)C1CC(N1CC(=O)C1=CC=CC=C1)=O (4-methylsulphinyl-1-phenacylazetidin-2-one). The yield is 80.0%. RXN SMILES: [CH3:1][S:2][CH:3]1[N:6]([CH2:7][C:8](=[O:22])[CH2:9][CH2:10][CH2:11][CH2:12][CH2:13][CH2:14]CC2C=CC=CC=2)[C:5](=[O:23])[CH2:4]1.C1C=C(Cl)C=C(C(OO)=[O:32])C=1>>[CH3:1][S:2]([CH:3]1[N:6]([CH2:7][C:8]([C:9]2[CH:10]=[CH:11][CH:12]=[CH:13][CH:14]=2)=[O:22])[C:5](=[O:23])[CH2:4]1)=[O:32]. Procedure details: Substituting 4-methylthio-1-phenacyl-azetidin-2-one (0.53 g, 2.25 mmol) for 4-methylthio-1-(9-phenyl-2-oxononyl)azetidin-2-one and using corresponding molar quantities of mCPBA as for Examples 5 and 6 gave 4-methylsulphinyl-1-phenacylazetidin-2-one (Example 8) as a waxy white solid (0.45 g, 80%).